Dataset: the Open Reaction Database (ORD), a public repository of structured organic reaction records. Task: describe an organic reaction: reactants, conditions, products, and yield Yield: 70.0%. Run in CO (methanol), O (water). Starting materials: ClC1=C(C(=CC=C1)[N+](=O)[O-])NCCO (2-[(2-chloro-6-nitrophenyl)amino]ethanol), [O-]S(=O)S(=O)[O-].[Na+].[Na+] (Na2S2O4). Reaction conditions: temperature 60 celsius, time 20 minute. As a reaction SMILES: [Cl:1][C:2]1[CH:7]=[CH:6][CH:5]=[C:4]([N+:8]([O-])=O)[C:3]=1[NH:11][CH2:12][CH2:13][OH:14].[O-]S(S([O-])=O)=O.[Na+].[Na+]>CO.O>[Cl:1][C:2]1[CH:7]=[CH:6][CH:5]=[C:4]([NH2:8])[C:3]=1[NH:11][CH2:12][CH2:13][OH:14] |f:1.2.3|. The product is ClC1=C(C(=CC=C1)N)NCCO (2-[(2-chloro-6-aminophenyl)amino]ethanol). Procedure details: To a solution of 2-[(2-chloro-6-nitrophenyl)amino]ethanol (120 g, 0.554 mol) in methanol (1.5 l) at 60° C. is added a solution of Na2S2O4 (85%, 318 g, 1.55 mol) in water (1.12 l) over 20 min. The obtained suspension is stirred at 60° C. for additional 20 min. The decolourized mixture is allowed to cool and concentrated under vacuum. In an ice bath, 800 ml of 1.5 M NaOH solution is added and the mixture is extracted three times with 500 ml of AcOEt. The organic phase is washed with brine and drie... Starting materials: C1CCOC1, O=c1ccc2nccc(Oc3ccc(Nc4nnc(-c5ccc(Cl)cc5)c5ccccc45)cc3)c2[nH]1, [H-], CI, [Na+]. The product is CN(c1ccc(Oc2ccnc3ccc(=O)[nH]c23)cc1)c1nnc(-c2ccc(Cl)cc2)c2ccccc12. Reaction SMILES: [CH2:41]1[O:42][CH2:43][CH2:44][CH2:45]1.[Cl:1][c:2]1[cH:3][cH:4][c:5](-[c:8]2[n:9][n:10][c:11]([NH:18][c:19]3[cH:20][cH:21][c:22]([O:23][c:24]4[cH:25][cH:26][n:27][c:28]5[cH:29][cH:30][c:31](=[O:34])[nH:32][c:33]45)[cH:35][cH:36]3)[c:12]3[cH:13][cH:14][cH:15][cH:16][c:17]23)[cH:6][cH:7]1.[H-:37].[I:39][CH3:40].[Na+:38]>>[Cl:1][c:2]1[cH:3][cH:4][c:5](-[c:8]2[n:9][n:10][c:11]([N:18]([c:19]3[cH:20][cH:21][c:22]([O:23][c:24]4[cH:25][cH:26][n:27][c:28]5[cH:29][cH:30][c:31](=[O:34])[nH:32][c:33]45)[cH:35][cH:36]3)[CH3:40])[c:12]3[cH:13][cH:14][cH:15][cH:16][c:17]23)[cH:6][cH:7]1. Starting materials: ClC=1C=C(C=CC1Cl)C1(C(=NC2=CC=CC=C12)NCCCO)O (3-(3,4-dichlorophenyl)-2-(3-hydroxypropylamino)-3H-indol-3-ol), S(=O)(Cl)Cl (thionylchloride). The product is ClC=1C=C(C=CC1Cl)C1(C(=NC2=CC=CC=C12)NCCCCl)O (3,4-dichlorophenyl-2-(3-chloropropylamino)-3H-indol-3-ol). RXN SMILES: [Cl:1][C:2]1[CH:3]=[C:4]([C:9]2([OH:23])[C:17]3[C:12](=[CH:13][CH:14]=[CH:15][CH:16]=3)[N:11]=[C:10]2[NH:18][CH2:19][CH2:20][CH2:21]O)[CH:5]=[CH:6][C:7]=1[Cl:8].S(Cl)([Cl:26])=O>>[Cl:1][C:2]1[CH:3]=[C:4]([C:9]2([OH:23])[C:17]3[C:12](=[CH:13][CH:14]=[CH:15][CH:16]=3)[N:11]=[C:10]2[NH:18][CH2:19][CH2:20][CH2:21][Cl:26])[CH:5]=[CH:6][C:7]=1[Cl:8]. Reported procedure: Reaction of 3-(3,4-dichlorophenyl)-2-(3-hydroxypropylamino)-3H-indol-3-ol with thionylchloride by a procedure analogous to that described in Example 2 gives 3-(3,4-dichlorophenyl-2-(3-chloropropylamino)-3H-indol-3-ol. Reactants: COC=1C=C(CN2C(C(CC2)(CCO[Si](C)(C)C(C)(C)C)CC2=CC=C(C=C2)C(F)(F)F)=O)C=C(C1OC)OC (1-(3,4,5-trimethoxybenzyl)-3-(4-(trifluoromethyl)phenylmethyl)-3-(2-(t-butyldimethylsilyloxy)ethyl)-2-oxopyrrolidine), [F-].[NH4+] (ammonium fluoride). Yields the product COC=1C=C(CN2C(C(CC2)(CCO)CC2=CC=C(C=C2)C(F)(F)F)=O)C=C(C1OC)OC (1-(3,4,5-trimethoxybenzyl)-3-(4-(trifluoromethyl)phenylmethyl)-3-(2-hydroxyethyl)-2-oxopyrrolidine). Reaction SMILES: [CH3:1][O:2][C:3]1[CH:4]=[C:5]([CH:34]=[C:35]([O:39][CH3:40])[C:36]=1[O:37][CH3:38])[CH2:6][N:7]1[CH2:11][CH2:10][C:9]([CH2:22][C:23]2[CH:28]=[CH:27][C:26]([C:29]([F:32])([F:31])[F:30])=[CH:25][CH:24]=2)([CH2:12][CH2:13][O:14][Si](C(C)(C)C)(C)C)[C:8]1=[O:33].[F-].[NH4+]>>[CH3:40][O:39][C:35]1[CH:34]=[C:5]([CH:4]=[C:3]([O:2][CH3:1])[C:36]=1[O:37][CH3:38])[CH2:6][N:7]1[CH2:11][CH2:10][C:9]([CH2:22][C:23]2[CH:24]=[CH:25][C:26]([C:29]([F:32])([F:30])[F:31])=[CH:27][CH:28]=2)([CH2:12][CH2:13][OH:14])[C:8]1=[O:33] |f:1.2|. Procedure: Prepare by the method of Example 17.4 using 1-(3,4,5-trimethoxybenzyl)-3-(4-(trifluoromethyl)phenylmethyl)-3-(2-(t-butyldimethylsilyloxy)ethyl)-2-oxopyrrolidine (0.6 g, 1.0 mmol) and ammonium fluoride (0.23 g, 6.2 mmol) to give the title compound: Rf=0.35 (silica gel, ethyl acetate). Starting materials: C(C1=CC=CC=C1)N1C[C@@H](CC1)C=1C=C(C=CC1)NS(=O)(=O)C1=CC(=CC=C1)OC(F)(F)F (N-[3-((S)-1-Benzyl-pyrrolidin-3-yl)-phenyl]-3-trifluoromethoxy-benzene sulfonamide). Reagents/catalysts: [Pd] (Pd on charcoal). The solvent is C(C)(=O)O (acetic acid). Run at time 5 hour. Product: N1C[C@@H](CC1)C=1C=C(C=CC1)NS(=O)(=O)C1=CC(=CC=C1)OC(F)(F)F (N—((S)-3-Pyrrolidin-3-yl-phenyl)-3-trifluoromethoxy-benzenesulfonamide). The yield is 44.4%. Reaction SMILES: C([N:8]1[CH2:12][CH2:11][C@@H:10]([C:13]2[CH:14]=[C:15]([NH:19][S:20]([C:23]3[CH:28]=[CH:27][CH:26]=[C:25]([O:29][C:30]([F:33])([F:32])[F:31])[CH:24]=3)(=[O:22])=[O:21])[CH:16]=[CH:17][CH:18]=2)[CH2:9]1)C1C=CC=CC=1>C(O)(=O)C.[Pd]>[NH:8]1[CH2:12][CH2:11][C@@H:10]([C:13]2[CH:14]=[C:15]([NH:19][S:20]([C:23]3[CH:28]=[CH:27][CH:26]=[C:25]([O:29][C:30]([F:33])([F:31])[F:32])[CH:24]=3)(=[O:22])=[O:21])[CH:16]=[CH:17][CH:18]=2)[CH2:9]1. Procedure: N-[3-((S)-1-Benzyl-pyrrolidin-3-yl)-phenyl]-3-trifluoromethoxy-benzene sulfonamide (0.5 g, 1.05 mmol) was dissolved in glacial acetic acid and 10% Pd on charcoal was added under a nitrogen atmosphere. The reaction mixture was then hydrogenated for 5 h at 70° C. Subsequently, the catalyst was removed by filtration over celite. The filtrate was concentrated under reduced pressure. The residue was treated with water and the pH adjusted to alkaline pH with 1 N aqueous NaOH. The aqueous layer was ext...